This data is from the Open Reaction Database (ORD), a public repository of structured organic reaction records. The task is: describe an organic reaction: reactants, conditions, products, and yield Reactants: C(C)C1=NC=CC(=C1)N (2-Ethyl-pyridin-4-ylamine), [N+](=O)(O)[O-] (HNO3), N(=O)[O-].[Na+] (NaNO2). Solvent: O (H2O), O (H2O). Conditions: time 2 hour. Product: C(C)C1=NC=CC(=C1)O (2-Ethyl-pyridin-4-ol). RXN SMILES: [CH2:1]([C:3]1[CH:8]=[C:7](N)[CH:6]=[CH:5][N:4]=1)[CH3:2].[N+]([O-])(O)=[O:11].N([O-])=O.[Na+]>O>[CH2:1]([C:3]1[CH:8]=[C:7]([OH:11])[CH:6]=[CH:5][N:4]=1)[CH3:2] |f:2.3|. Procedure details: 282.1 g (2.3 mol) 2-Ethyl-pyridin-4-ylamine are dissolved in concentrated HNO3 (789 mL, 11.561 mol) and H2O (1.5 L). Then a solution of NaNO2 (238.9 g, 3.468 mol) in H2O (600 mL) is slowly added to the solution over 2 h at 0° C. After the addition, the mixture is warmed to RT and stirred for additional 2 h. The reaction mixture is stored at −2° C. overnight. The precipitate is collected by filtration, and dried in vaccuo to afford the title compound. Yield: 155.1 g, (54%) Reactants: CNOC, CCN(C(C)C)C(C)C, O=C(O)c1ncc(Cl)cc1NS(=O)(=O)c1ccc(Cl)c(C(F)(F)F)c1, Cl, Cl, CN(C)C=O. Product: CON(C)C(=O)c1ncc(Cl)cc1NS(=O)(=O)c1ccc(Cl)c(C(F)(F)F)c1. As a reaction SMILES: [CH3:27][NH:28][O:29][CH3:30].[CH:31]([N:32]([CH2:33][CH3:34])[CH:35]([CH3:36])[CH3:37])([CH3:38])[CH3:39].[Cl:1][c:2]1[cH:3][c:4]([NH:11][S:12](=[O:13])(=[O:14])[c:15]2[cH:16][c:17]([C:22]([F:23])([F:24])[F:25])[c:18]([Cl:21])[cH:19][cH:20]2)[c:5]([C:8](=[O:9])[OH:10])[n:6][cH:7]1.[ClH:26].[ClH:45].[O:40]=[CH:41][N:42]([CH3:43])[CH3:44]>>[Cl:1][c:2]1[cH:3][c:4]([NH:11][S:12](=[O:13])(=[O:14])[c:15]2[cH:16][c:17]([C:22]([F:23])([F:24])[F:25])[c:18]([Cl:21])[cH:19][cH:20]2)[c:5]([C:8](=[O:10])[N:28]([CH3:27])[O:29][CH3:30])[n:6][cH:7]1. Reactants: ClC1=NC=CC(=N1)OC (2-chloro-4-methoxypyrimidine), CN1N=CC2=CC(=CC=C12)B(O)O (1-methyl-1H-indazol-5-ylboronic acid), C(=O)([O-])[O-].[K+].[K+] (K2CO3). The reagents and catalysts are C=1C=CC(=CC1)[P](C=2C=CC=CC2)(C=3C=CC=CC3)[Pd]([P](C=4C=CC=CC4)(C=5C=CC=CC5)C=6C=CC=CC6)([P](C=7C=CC=CC7)(C=8C=CC=CC8)C=9C=CC=CC9)[P](C=1C=CC=CC1)(C=1C=CC=CC1)C=1C=CC=CC1 (Pd(PPh3)4). Reaction conditions: temperature 185 celsius. Product: COC1=NC(=NC=C1)C=1C=C2C=NN(C2=CC1)C (5-(4-methoxypyrimidin-2-yl)-1-methyl-1H-indazole). Reaction SMILES: Cl[C:2]1[N:7]=[C:6]([O:8][CH3:9])[CH:5]=[CH:4][N:3]=1.[CH3:10][N:11]1[C:19]2[C:14](=[CH:15][C:16](B(O)O)=[CH:17][CH:18]=2)[CH:13]=[N:12]1.C([O-])([O-])=O.[K+].[K+]>C1C=CC([P]([Pd]([P](C2C=CC=CC=2)(C2C=CC=CC=2)C2C=CC=CC=2)([P](C2C=CC=CC=2)(C2C=CC=CC=2)C2C=CC=CC=2)[P](C2C=CC=CC=2)(C2C=CC=CC=2)C2C=CC=CC=2)(C2C=CC=CC=2)C2C=CC=CC=2)=CC=1>[CH3:9][O:8][C:6]1[CH:5]=[CH:4][N:3]=[C:2]([C:16]2[CH:15]=[C:14]3[C:19](=[CH:18][CH:17]=2)[N:11]([CH3:10])[N:12]=[CH:13]3)[N:7]=1 |f:2.3.4,^1:32,34,53,72|. Procedure details: 2-chloro-4-methoxypyrimidine (100.0 mg, 0.69 mmol), 1-methyl-1H-indazol-5-ylboronic acid (133.9 mg, 0.76 mmol), Pd(PPh3)4 (79.9 mg, 0.069 mmol), and K2CO3 (286.8 mg, 2.075 mmol) were taken in a microwave vial and the vial was vacuum pumped and flushed with argon three times. To this mixture was added degassed toluene (2.5 mL) and DMF (0.28 mL). The reaction mixture was heated in a microwave at 185° C. for 30 min, diluted with ethyl acetate, filtered through Celite (ethyl acetate eluent), and con... Reactants: CC(C)(C)[Si](C)(C)N1C(=O)C(O)C1Cc1ccccc1, CCOCC, C=[N+]=[N-]. Yields the product COC1C(=O)N([Si](C)(C)C(C)(C)C)C1Cc1ccccc1. RXN SMILES: [CH2:1]([c:2]1[cH:3][cH:4][cH:5][cH:6][cH:7]1)[CH:8]1[CH:9]([OH:20])[C:10](=[O:19])[N:11]1[Si:12]([CH3:13])([CH3:14])[C:15]([CH3:16])([CH3:17])[CH3:18].[CH3:24][CH2:25][O:26][CH2:27][CH3:28].[N+:21](=[N-:22])=[CH2:23]>>[CH2:1]([c:2]1[cH:3][cH:4][cH:5][cH:6][cH:7]1)[CH:8]1[CH:9]([O:20][CH3:23])[C:10](=[O:19])[N:11]1[Si:12]([CH3:13])([CH3:14])[C:15]([CH3:16])([CH3:17])[CH3:18]. The reactants are C(C)Br (ethyl bromide), Br.C1(=CC=CC=C1)C1(CN=C(N1)NN)C1=CC=CC=C1 (5,5-diphenyl-2-imidazolin-2-ylhydrazine hydrobromide), C1(=CC=CC=C1)C1(NC(NC1)=S)C1=CC=CC=C1 (4,4-diphenylimidazolin-2-thione). Run in C(C)O (ethanol). Yields the product Br.C1(=CC=CC=C1)C1(CN=C(N1)SCC)C1=CC=CC=C1 (5,5-diphenyl-2-ethylthio-2-imidazoline hydrobromide), NN (hydrazine). RXN SMILES: Br.[C:2]1(C2(C3C=CC=CC=3)NC([NH:13][NH2:14])=NC2)C=CC=C[CH:3]=1.[C:21]1([C:27]2([C:33]3[CH:38]=[CH:37][CH:36]=[CH:35][CH:34]=3)[CH2:31][NH:30][C:29](=[S:32])[NH:28]2)[CH:26]=[CH:25][CH:24]=[CH:23][CH:22]=1.C([Br:41])C>C(O)C>[BrH:41].[C:33]1([C:27]2([C:21]3[CH:26]=[CH:25][CH:24]=[CH:23][CH:22]=3)[NH:28][C:29]([S:32][CH2:2][CH3:3])=[N:30][CH2:31]2)[CH:34]=[CH:35][CH:36]=[CH:37][CH:38]=1.[NH2:13][NH2:14] |f:0.1,5.6|. Procedure: The starting material, 5,5-diphenyl-2-imidazolin-2-ylhydrazine hydrobromide, is prepared as follows: 4,4-diphenylimidazolin-2-thione, prepared by the method of Marshall, J. Am. Chem. Soc. 78 3696 (1956), is treated with ethyl bromide in refluxing ethanol to yield 5,5-diphenyl-2-ethylthio-2-imidazoline hydrobromide, which upon treatment with hydrazine in refluxing ethanol gives the desired intermediate, melting point 227°-⟦8°⟧228° C. Run at temperature 55 celsius. The reactants are C(CCCCCCCCCCC)SCCCCCCCCCCCC.OCC(C)O (1,2-dihydroxypropane dodecyl sulfide), C(CCC)O (n-butanol), B(O)(O)O (boric acid). Run in C1(=CC=CC=C1)C (toluene). As a reaction SMILES: [CH2:1]([S:13][CH2:14][CH2:15][CH2:16][CH2:17][CH2:18][CH2:19][CH2:20][CH2:21][CH2:22][CH2:23][CH2:24][CH3:25])[CH2:2][CH2:3][CH2:4][CH2:5][CH2:6][CH2:7][CH2:8][CH2:9][CH2:10][CH2:11][CH3:12].[OH:26][CH2:27][CH:28]([OH:30])[CH3:29].C(O)CCC.[B:36]([OH:39])([OH:38])[OH:37]>C1(C)C=CC=CC=1>[B:36]([OH:39])([OH:38])[OH:37].[CH2:14]([S:13][CH2:1][CH2:2][CH2:3][CH2:4][CH2:5][CH2:6][CH2:7][CH2:8][CH2:9][CH2:10][CH2:11][CH3:12])[CH2:15][CH2:16][CH2:17][CH2:18][CH2:19][CH2:20][CH2:21][CH2:22][CH2:23][CH2:24][CH3:25].[OH:26][CH2:27][CH:28]([OH:30])[CH3:29] |f:0.1,5.6.7|. Reported procedure: A solution of 1,2-dihydroxypropane dodecyl sulfide (60 g), prepared as described in Example 3, n-butanol (40 g), and toluene (40 g) was heated to 55° C. and 9 g of boric acid were added. The expected amount of water was removed by azeotropic distillation with a maximum reaction temperature of 110° C. The reaction solution was filtered through diatomaceous earth. Solvent was removed by high speed rotary evaporation under reduced pressure yielding a white, waxy solid product. The product is B(O)(O)O.C(CCCCCCCCCCC)SCCCCCCCCCCCC.OCC(C)O (1,2-dihydroxypropane dodecyl sulfide borate). Reactants: CS(=O)(=O)C=1C=NC2=CC=C(C=C2C1C1=CC=CC=C1)C=C1C(N=C(S1)SC)=O (5-(3-methanesulfonyl-4-phenyl-quinolin-6-ylmethylene)-2-methylsulfanyl-thiazol-4-one), N (ammonia). Solvent: CO (methanol). Yields the product NC=1S\C(\C(N1)=O)=C/C=1C=C2C(=C(C=NC2=CC1)S(=O)(=O)C)C1=CC=CC=C1 (2-amino-5-[1-(3-methanesulfonyl-4-phenyl-quinolin-6-yl)-meth-(Z)-ylidene]-thiazol-4-one). RXN SMILES: [CH3:1][S:2]([C:5]1[CH:6]=[N:7][C:8]2[C:13]([C:14]=1[C:15]1[CH:20]=[CH:19][CH:18]=[CH:17][CH:16]=1)=[CH:12][C:11]([CH:21]=[C:22]1[S:26][C:25](SC)=[N:24][C:23]1=[O:29])=[CH:10][CH:9]=2)(=[O:4])=[O:3].[NH3:30]>CO>[NH2:30][C:25]1[S:26]/[C:22](=[CH:21]\[C:11]2[CH:12]=[C:13]3[C:8](=[CH:9][CH:10]=2)[N:7]=[CH:6][C:5]([S:2]([CH3:1])(=[O:4])=[O:3])=[C:14]3[C:15]2[CH:16]=[CH:17][CH:18]=[CH:19][CH:20]=2)/[C:23](=[O:29])[N:24]=1. Procedure: Similar procedure as described in example 41c was used, starting from 5-(3-methanesulfonyl-4-phenyl-quinolin-6-ylmethylene)-2-methylsulfanyl-thiazol-4-one (example 61k), and ammonia in methanol to give 2-amino-5-[1-(3-methanesulfonyl-4-phenyl-quinolin-6-yl)-meth-(Z)-ylidene]-thiazol-4-one. LC-MS m/e 410 (MH+). Product: [N-]=[N+]=NCC(=O)c1ccc2ccccc2c1. Starting materials: O=C(CBr)c1ccc2ccccc2c1, CCOC(C)=O, CC(C)=O, [N-]=[N+]=[N-], [Na+]. As a reaction SMILES: [Br:1][CH2:2][C:3](=[O:4])[c:5]1[cH:6][c:7]2[cH:8][cH:9][cH:10][cH:11][c:12]2[cH:13][cH:14]1.[CH3:19][CH2:20][O:21][C:22]([CH3:23])=[O:24].[CH3:25][C:26](=[O:27])[CH3:28].[N-:15]=[N+:16]=[N-:17].[Na+:18]>>[CH2:2]([C:3](=[O:4])[c:5]1[cH:6][c:7]2[cH:8][cH:9][cH:10][cH:11][c:12]2[cH:13][cH:14]1)[N:15]=[N+:16]=[N-:17]. Reactants: C1CCOC1, CO, COC(=O)c1ccc(-c2ccccc2F)c(C(=O)OC)c1, [K+], [OH-]. Product: COC(=O)c1cc(C(=O)O)ccc1-c1ccccc1F. Reaction SMILES: [CH2:24]1[O:25][CH2:26][CH2:27][CH2:28]1.[CH3:29][OH:30].[F:1][c:2]1[c:3](-[c:8]2[c:9]([C:18](=[O:19])[O:20][CH3:21])[cH:10][c:11]([C:14](=[O:15])[O:16][CH3:17])[cH:12][cH:13]2)[cH:4][cH:5][cH:6][cH:7]1.[K+:23].[OH-:22]>>[F:1][c:2]1[c:3](-[c:8]2[c:9]([C:18](=[O:19])[O:20][CH3:21])[cH:10][c:11]([C:14](=[O:15])[OH:16])[cH:12][cH:13]2)[cH:4][cH:5][cH:6][cH:7]1. The reactants are C(CCCCCCC)C1=CC=C(OCC(CN2C=CC=C2)O)C=C1 (1-(4-octylphenoxy)-3-(pyrrol-1-yl)propan-2-ol), C(C)(=O)OC(C)=O (acetic anhydride), C(O)([O-])=O.[Na+] (sodium hydrogen carbonate), [Na+].[Cl-] (NaCl). Run in CS(=O)C (DMSO), CS(=O)C (DMSO). Conditions: time 10 minute. Product: C(CCCCCCC)C1=CC=C(OCC(CN2C=CC=C2)=O)C=C1 (1-(4-Octylphenoxy)-3-(pyrrol-1-yl)propan-2-one). Reaction SMILES: C(OC(=O)C)(=O)C.[CH2:8]([C:16]1[CH:31]=[CH:30][C:19]([O:20][CH2:21][CH:22]([OH:29])[CH2:23][N:24]2[CH:28]=[CH:27][CH:26]=[CH:25]2)=[CH:18][CH:17]=1)[CH2:9][CH2:10][CH2:11][CH2:12][CH2:13][CH2:14][CH3:15].C(=O)([O-])O.[Na+].[Na+].[Cl-]>CS(C)=O>[CH2:8]([C:16]1[CH:17]=[CH:18][C:19]([O:20][CH2:21][C:22](=[O:29])[CH2:23][N:24]2[CH:28]=[CH:27][CH:26]=[CH:25]2)=[CH:30][CH:31]=1)[CH2:9][CH2:10][CH2:11][CH2:12][CH2:13][CH2:14][CH3:15] |f:2.3,4.5|. Reported procedure: 1.24 g (12.1 mmol) acetic anhydride are mixed with 10 ml absolute DMSO, stirred at room temperature for 10 min and added drop-wise to a solution of 0.100 g (0.304 mmol) 1-(4-octylphenoxy)-3-(pyrrol-1-yl)propan-2-ol in 10 ml absolute DMSO. Having stirred for 19 hours, the solution is poured into a mixture of 5% sodium hydrogen carbonate solution and saturated NaCl solution (1:1, v/v) and hydrolyzed for 10 min. Four extractions with diethyl ether, combination of the organic phases, concentration t...